Dataset: the Open Reaction Database (ORD), a public repository of structured organic reaction records. Task: describe an organic reaction: reactants, conditions, products, and yield Reactants: C(C1=CC=CC=C1)OC(=O)NC1C(CCCC1)C(=O)O (2-Benzyloxycarbonylamino-cyclohexanecarboxylic acid), Cl.N[C@@H](CC(C)C)C(=O)N (L-Leucineamide hydrochloride), CCN=C=NCCCN(C)C.Cl (EDCI hydrochloride), C=1C=CC2=C(C1)N=NN2O (HOBT), CN1CCOCC1 (N-methylmorpholine). The solvent is CN(C)C=O (DMF), C(C)(=O)OCC (ethyl acetate), O (water). Conditions: time 24 hour. The product is C(C1=CC=CC=C1)OC(NC1C(CCCC1)C(NC(CC(C)C)C(N)=O)=O)=O ([2-(1-Carbamoyl-3-methyl-butylcarbamoyl)-cyclohexyl]-carbamic acid benzyl ester). The yield is 91.8%. As a reaction SMILES: [CH2:1]([O:8][C:9]([NH:11][CH:12]1[CH2:17][CH2:16][CH2:15][CH2:14][CH:13]1[C:18]([OH:20])=O)=[O:10])[C:2]1[CH:7]=[CH:6][CH:5]=[CH:4][CH:3]=1.Cl.[NH2:22][C@H:23]([C:28]([NH2:30])=[O:29])[CH2:24][CH:25]([CH3:27])[CH3:26].CCN=C=NCCCN(C)C.Cl.C1C=CC2N(O)N=NC=2C=1.CN1CCOCC1>CN(C=O)C.C(OCC)(=O)C.O>[CH2:1]([O:8][C:9](=[O:10])[NH:11][CH:12]1[CH2:17][CH2:16][CH2:15][CH2:14][CH:13]1[C:18](=[O:20])[NH:22][CH:23]([C:28](=[O:29])[NH2:30])[CH2:24][CH:25]([CH3:27])[CH3:26])[C:2]1[CH:3]=[CH:4][CH:5]=[CH:6][CH:7]=1 |f:1.2,3.4|. Procedure: To a solution of the carboxylic acid of step 2 (10.2 g, 36.9 mmol), L-Leucineamide hydrochloride (6.18 g, 40.5 mmol), EDCI hydrochloride (5.48 g, 40.6 mmol), and HOBT (5.48 g, 40.6 mmol) in 100 mL of anhydrous DMF, was added N-methylmorpholine (12.0 mL, 109 mmol). The reaction mixture was stirred at ambient temperature for 24 h, then added 300 mL of water and 400 mL of ethyl acetate. The organic layer was separated and washed with two 300 mL portions of a 0.5 M HCl solution, 300 mL of water, the...